describe an organic reaction: reactants, conditions, products, and yield From a dataset of the Open Reaction Database (ORD), a public repository of structured organic reaction records. The reactants are I.CN1C(=NCCC1)SC (1-methyl-2-methylthio-1,4,5,6-tetrahydropyrimidine hydroiodide), C1(=CC=CC=C1)C(CN)C1=CC=CC=C1 (2,2-diphenylethylamine), Cl (HCl). The solvent is [OH-].[Na+] (NaOH), C(Cl)Cl (CH2Cl2), CO (methanol), CO (methanol). Run at temperature 0 celsius, time 45 minute. The product is Cl.C1(=CC=CC=C1)C(CNC=1N(CCCN1)C)C1=CC=CC=C1 (2-(2,2-diphenylethylamino)-1-methyl-1,4,5,6-tetrahydropyrimidine hydrochloride). As a reaction SMILES: I.[CH3:2][N:3]1[CH2:8][CH2:7][CH2:6][N:5]=[C:4]1SC.[C:11]1([CH:17]([C:20]2[CH:25]=[CH:24][CH:23]=[CH:22][CH:21]=2)[CH2:18][NH2:19])[CH:16]=[CH:15][CH:14]=[CH:13][CH:12]=1.[ClH:26]>CO.[OH-].[Na+].C(Cl)Cl>[ClH:26].[C:20]1([CH:17]([C:11]2[CH:12]=[CH:13][CH:14]=[CH:15][CH:16]=2)[CH2:18][NH:19][C:4]2[N:3]([CH3:2])[CH2:8][CH2:7][CH2:6][N:5]=2)[CH:21]=[CH:22][CH:23]=[CH:24][CH:25]=1 |f:0.1,5.6,8.9|. Procedure: A flask containing 1-methyl-2-methylthio-1,4,5,6-tetrahydropyrimidine hydroiodide (9.80 g, 3.60×10-2 mole) and 2,2-diphenylethylamine (7.49 g, 3.80×10-2 mole) was immersed in an oil bath which had been preheated to ca. 155° C. The reaction was stirred at between 150°-170° C. for 45 minutes. The resulting yellow glass was dissolved in methanol. Most of the methanol was evaporated at reduced pressure and isopropanol was added. The evaporation was continued, being stopped periodically for the addit...